From a dataset of the Open Reaction Database (ORD), a public repository of structured organic reaction records. describe an organic reaction: reactants, conditions, products, and yield The reactants are ice water, diazonium salt, [N+](=O)([O-])[O-].[Na+] (sodium nitrate), NC1=CC=CC=2C=C(CCOC21)C(=O)OCC (ethyl 9-amino-2,3-dihydro-1-benzoxepin-4-carboxylate), Cl (hydrochloric acid), S(=O)=O (sulfur dioxide). The reagents and catalysts are [Cu](Cl)Cl (copper(II) chloride). The solvent is O (water), C(C)(=O)O (acetic acid), C(C)(=O)O (acetic acid). Reaction conditions: temperature -10 celsius, time 50 minute. Yields the product ClS(=O)(=O)C1=CC=CC=2C=C(CCOC21)C(=O)OCC (ethyl 9-chlorosulfonyl-2,3-dihydro-1-benzoxepin-4-carboxylate). As a reaction SMILES: [N+]([O-])([O-])=O.[Na+].N[C:7]1[C:17]2[O:16][CH2:15][CH2:14][C:13]([C:18]([O:20][CH2:21][CH3:22])=[O:19])=[CH:12][C:11]=2[CH:10]=[CH:9][CH:8]=1.[ClH:23].[S:24](=[O:26])=[O:25]>O.[Cu](Cl)Cl.C(O)(=O)C>[Cl:23][S:24]([C:7]1[C:17]2[O:16][CH2:15][CH2:14][C:13]([C:18]([O:20][CH2:21][CH3:22])=[O:19])=[CH:12][C:11]=2[CH:10]=[CH:9][CH:8]=1)(=[O:26])=[O:25] |f:0.1|. Procedure: A solution of sodium nitrate (800 mg) in water (3 ml) was added to a suspension of ethyl 9-amino-2,3-dihydro-1-benzoxepin-4-carboxylate (2.56 g) in a mixture of conc. hydrochloric acid (18 ml) and acetic acid (12.5 ml) under sodium chloride—ice bath cooling, and the mixture was stirred at the same temperature for 50 minutes. On the other hand, sulfur dioxide gas was introduced to acetic acid (40 ml) at room temperature, and the solution was cooled to −10° C. under stirring. To this was added cop... The reactants are C(CCC)C=1N(C(=C(N1)C#N)C#N)CC1=CC=C(C=C1)[N+](=O)[O-] (2-butyl-4,5-dicyano-1-(4-nitrobenzyl)imidazole), O.O.[Sn](Cl)Cl (tin dichloride dihydrate). Run in C(C)O (ethanol). Yields the product NC1=CC=C(CN2C(=NC(=C2C#N)C#N)CCCC)C=C1 (1-(4-Aminobenzyl)-2-butyl-4,5-dicyanoimidazole). RXN SMILES: [CH2:1]([C:5]1[N:6]([CH2:14][C:15]2[CH:20]=[CH:19][C:18]([N+:21]([O-])=O)=[CH:17][CH:16]=2)[C:7]([C:12]#[N:13])=[C:8]([C:10]#[N:11])[N:9]=1)[CH2:2][CH2:3][CH3:4].O.O.[Sn](Cl)Cl>C(O)C>[NH2:21][C:18]1[CH:17]=[CH:16][C:15]([CH2:14][N:6]2[C:7]([C:12]#[N:13])=[C:8]([C:10]#[N:11])[N:9]=[C:5]2[CH2:1][CH2:2][CH2:3][CH3:4])=[CH:20][CH:19]=1 |f:1.2.3|. Reported procedure: A mixture of 2-butyl-4,5-dicyano-1-(4-nitrobenzyl)imidazole (2.00 g, 6.5 mmol, 1 eq), tin dichloride dihydrate (7.30 g, 32.3 mmol, 5 eq) and ethanol (13 mL) was stirred and heated at 70° for 50 minutes. The reaction was terminated by pouring the mixture onto ice and adjusting the pH to 8 with saturated aqueous NaHCO3. The aqueous mixture was extracted with ethyl acetate (3×100 mL) and the organic layers were dried (MgSO4) and concentrated to give a thick amber oil. This oil was flash chromatogra... Starting materials: CC(C)(C(=O)O)C(=O)NCC(F)(F)C(F)(F)F, NC1C(=O)Nc2ccccc2-c2ccccc21. Product: CC(C)(C(=O)NCC(F)(F)C(F)(F)F)C(=O)NC1C(=O)Nc2ccccc2-c2ccccc21. As a reaction SMILES: [CH3:18][C:19]([C:20](=[O:21])[OH:22])([C:23](=[O:24])[NH:25][CH2:26][C:27]([C:28]([F:29])([F:30])[F:31])([F:32])[F:33])[CH3:34].[NH2:1][CH:2]1[c:3]2[c:4]([cH:14][cH:15][cH:16][cH:17]2)-[c:5]2[c:6]([cH:10][cH:11][cH:12][cH:13]2)[NH:7][C:8]1=[O:9]>>[NH:1]([CH:2]1[c:3]2[c:4]([cH:14][cH:15][cH:16][cH:17]2)-[c:5]2[c:6]([cH:10][cH:11][cH:12][cH:13]2)[NH:7][C:8]1=[O:9])[C:20]([C:19]([CH3:18])([C:23](=[O:24])[NH:25][CH2:26][C:27]([C:28]([F:29])([F:30])[F:31])([F:32])[F:33])[CH3:34])=[O:21]. The reactants are Cl[SiH](Cl)Cl (trichlorosilane), C=CCCCCC=C (1,7-octadiene). Run at temperature 50 celsius. Yields the product C(CCCCCC=C)[Si](Cl)(Cl)Cl (7-octenyl trichlorosilane), Cl[Si](CCCCCCCC[Si](Cl)(Cl)Cl)(Cl)Cl (1,8-bis-trichlorosilyl octane). As a reaction SMILES: [Cl:1][SiH:2]([Cl:4])[Cl:3].[CH2:5]=[CH:6][CH2:7][CH2:8][CH2:9][CH2:10][CH:11]=[CH2:12]>>[CH2:12]([Si:2]([Cl:4])([Cl:3])[Cl:1])[CH2:11][CH2:10][CH2:9][CH2:8][CH2:7][CH:6]=[CH2:5].[Cl:1][Si:2]([Cl:4])([Cl:3])[CH2:5][CH2:6][CH2:7][CH2:8][CH2:9][CH2:10][CH2:11][CH2:12][Si:2]([Cl:4])([Cl:3])[Cl:1]. Reported procedure: In another experiment, 220 g (1.62 mole) trichlorosilane was added slowly in 20 minutes to a stirred mixture of 660 g (6 mole) 1,7-octadiene at 35° C. Subsequently, the reaction mixture was heated at 50° C. for 24 hours to complete the addition and then fractionally distilled. This resulted in 322 g, i.e., 82%, 7-octenyl trichlorosilane and 24 g, i.e., 12%, 1,8-bis-trichlorosilyl octane. Starting materials: aqueous solution, [I-].[K+] (potassium iodide), CC(CCCCCC)O (2-octanol). Run in C(C)(C)(C)O (t-butanol). Yields the product CC(CCCCCC)=O (2-octanone). Yield: 99.0%. As a reaction SMILES: [I-].[K+].[CH3:3][CH:4]([OH:11])[CH2:5][CH2:6][CH2:7][CH2:8][CH2:9][CH3:10]>C(O)(C)(C)C>[CH3:3][C:4](=[O:11])[CH2:5][CH2:6][CH2:7][CH2:8][CH2:9][CH3:10] |f:0.1|. Procedure details: To a 1 M aqueous solution (10 ml) of potassium iodide is added 13.0 g of 2-octanol and to the mixture is added 1 ml of t-butanol as a solvent. Platinium electrodes are placed therein and the electrolysis is effected at 1.0 A for 15 hours. After the reaction, the reaction mixture is extracted with ether and the extract is dried and distilled to give the desired 2-octanone. Yield: 99%. Boiling point: 85° C./20 mmHg. Starting materials: COC(C1=C(C=NC=C1)C#CC1=CC=C(C=C1)C(C)(C)C)=O (3-(4-tert-butyl-phenylethynyl)-isonicotinic acid methyl ester), polyphosphoric acid. Solvent: O (water). Conditions: temperature 80 celsius, time 3 day. Yields the product C(C)(C)(C)C1=CC=C(C=C1)C1=CC=2C=NC=CC2C(O1)=O (3-(4-tert-butyl-phenyl)-pyrano[4,3-c]pyridin-1-one). Reaction SMILES: C[O:2][C:3](=[O:22])[C:4]1[CH:9]=[CH:8][N:7]=[CH:6][C:5]=1[C:10]#[C:11][C:12]1[CH:17]=[CH:16][C:15]([C:18]([CH3:21])([CH3:20])[CH3:19])=[CH:14][CH:13]=1>O>[C:18]([C:15]1[CH:16]=[CH:17][C:12]([C:11]2[O:2][C:3](=[O:22])[C:4]3[CH:9]=[CH:8][N:7]=[CH:6][C:5]=3[CH:10]=2)=[CH:13][CH:14]=1)([CH3:21])([CH3:20])[CH3:19]. Reported procedure: A mixture of 3-(4-tert-butyl-phenylethynyl)-isonicotinic acid methyl ester (786 mg, 2.68 mmol) and polyphosphoric acid (10 g) is heated to 80° C. and stirred at this temperature for three days. The reaction mixture is allowed to cool to room temperature and water is added. The resulting precipitate is filtered off, washed with water and dried under vacuum to afford 3-(4-tert-butyl-phenyl)-pyrano[4,3-c]pyridin-1-one as olive green powder; HPLC/MS 2.16 min (A), [M+H] 280; Starting materials: COC(=O)c1ccc2cc(C(=O)O)ccc2c1, ClCCl, Nc1cc(C(=O)O)ccc1O, c1ccncc1. Yields the product COC(=O)c1ccc2cc(C(=O)Nc3cc(C(=O)O)ccc3O)ccc2c1. RXN SMILES: [CH3:12][O:13][C:14](=[O:15])[c:16]1[cH:17][c:18]2[cH:19][cH:20][c:21]([C:26](=[O:27])[OH:28])[cH:22][c:23]2[cH:24][cH:25]1.[Cl:29][CH2:30][Cl:31].[NH2:1][c:2]1[cH:3][c:4]([C:9]([OH:10])=[O:11])[cH:5][cH:6][c:7]1[OH:8].[cH:32]1[cH:33][cH:34][n:35][cH:36][cH:37]1>>[NH:1]([c:2]1[cH:3][c:4]([C:9]([OH:10])=[O:11])[cH:5][cH:6][c:7]1[OH:8])[C:26]([c:21]1[cH:20][cH:19][c:18]2[cH:17][c:16]([C:14]([O:13][CH3:12])=[O:15])[cH:25][cH:24][c:23]2[cH:22]1)=[O:27].